From a dataset of the Open Reaction Database (ORD), a public repository of structured organic reaction records. describe an organic reaction: reactants, conditions, products, and yield Reactants: BrC=1SC(=CN1)C(C)=O (1-(2-bromo-thiazol-5-yl)-ethanone), C(CO)O (ethylene glycol), COC(OC)OC (trimethylorthoformate), N#N (N2), LiBF4. Run in C(=O)(O)[O-].[Na+] (NaHCO3). Run at temperature 95 celsius. Product: BrC=1SC(=CN1)C1(OCCO1)C (2-Bromo-5-(2-methyl-[1,3]dioxolan-2-yl)-thiazole). As a reaction SMILES: N#N.[Br:3][C:4]1[S:5][C:6]([C:9](=[O:11])[CH3:10])=[CH:7][N:8]=1.[CH2:12](O)[CH2:13][OH:14].COC(OC)OC>C([O-])(O)=O.[Na+]>[Br:3][C:4]1[S:5][C:6]([C:9]2([CH3:10])[O:14][CH2:13][CH2:12][O:11]2)=[CH:7][N:8]=1 |f:4.5|. Procedure: In a flame dried round-bottomed flask equipped with a magnetic stir bar and a condenser under inert atmosphere (N2), a solution of 1-(2-bromo-thiazol-5-yl)-ethanone (2.20 g, 10.68 mmol) in ethylene glycol (11.46 mL, 205.53 mmol) was treated with trimethylorthoformate (2.39 mL, 21.76 mmol) followed by LiBF4 (204 mg, 2.14 mmol). The reaction mixture was heated at 95° C. for 2 days. Sat. aq. NaHCO3 (50 mL) was added and the mixture was extracted with EA (50 mL). The org. extracts were washed with b... The reactants are ClCCl, O=C(Cl)Cc1ccc(F)cc1, CSc1ccc(C(=O)C(C)(C)O)cc1, c1ccncc1. Yields the product CSc1ccc(C(=O)C(C)(C)OC(=O)Cc2ccc(F)cc2)cc1. As a reaction SMILES: [Cl:32][CH2:33][Cl:34].[F:21][c:22]1[cH:23][cH:24][c:25]([CH2:28][C:29](=[O:30])[Cl:31])[cH:26][cH:27]1.[OH:1][C:2]([C:3](=[O:4])[c:5]1[cH:6][cH:7][c:8]([S:11][CH3:12])[cH:9][cH:10]1)([CH3:13])[CH3:14].[cH:15]1[cH:16][cH:17][n:18][cH:19][cH:20]1>>[O:1]([C:2]([C:3](=[O:4])[c:5]1[cH:6][cH:7][c:8]([S:11][CH3:12])[cH:9][cH:10]1)([CH3:13])[CH3:14])[C:29]([CH2:28][c:25]1[cH:24][cH:23][c:22]([F:21])[cH:27][cH:26]1)=[O:30]. Reaction SMILES: [NH:1]1[CH2:6][CH2:5][CH:4]([C:7]2[CH:12]=[CH:11][C:10]([NH:13][C:14]([C:16]3[N:17]=[C:18]([C:22]4[CH:27]=[CH:26][CH:25]=[CH:24][CH:23]=4)[O:19][C:20]=3[CH3:21])=[O:15])=[CH:9][CH:8]=2)[CH2:3][CH2:2]1.F[C:29]1[CH:37]=[CH:36][C:32]([C:33]([OH:35])=[O:34])=[CH:31][N:30]=1.C(N(C(C)C)CC)(C)C>O1CCOCC1>[CH3:21][C:20]1[O:19][C:18]([C:22]2[CH:27]=[CH:26][CH:25]=[CH:24][CH:23]=2)=[N:17][C:16]=1[C:14]([NH:13][C:10]1[CH:9]=[CH:8][C:7]([CH:4]2[CH2:5][CH2:6][N:1]([C:29]3[CH:37]=[CH:36][C:32]([C:33]([OH:35])=[O:34])=[CH:31][N:30]=3)[CH2:2][CH2:3]2)=[CH:12][CH:11]=1)=[O:15]. Product: CC1=C(N=C(O1)C1=CC=CC=C1)C(=O)NC1=CC=C(C=C1)C1CCN(CC1)C1=NC=C(C=C1)C(=O)O (4-{4-[(5-methyl-2-phenyl-oxazole-4-carbonyl)-amino]-phenyl}-3,4,5,6-tetrahydro-2H-[1,2′]bipyridinyl-5′-carboxylic acid). Procedure details: A mixture of 5-methyl-2-phenyl-oxazole-4-carboxylic acid (4-piperidin-4-yl-phenyl)-amide (181 mg, 0.5 mmol) and 6-fluoronicotinic acid (113 mg, 0.8 mmol) in dioxane (2 mL) containing diisopropylethylamine (0.5 mL, 2.7 mmol) was heated in a microwave at 175° C. for 30 minutes. The mixture was evaporated and extracted with ethyl acetate and aqueous citric acid solution. The organic layer was dried over sodium sulfate and solvents were evaporated. The residue was triturated with ethyl acetate and f... The reactants are N1CCC(CC1)C1=CC=C(C=C1)NC(=O)C=1N=C(OC1C)C1=CC=CC=C1 (5-methyl-2-phenyl-oxazole-4-carboxylic acid (4-piperidin-4-yl-phenyl)-amide), FC1=NC=C(C(=O)O)C=C1 (6-fluoronicotinic acid), C(C)(C)N(CC)C(C)C (diisopropylethylamine). Conditions: temperature 175 celsius. Isolated yield 50.8%. The solvent is O1CCOCC1 (dioxane). Run at time 15 minute. The yield is 15.3%. As a reaction SMILES: N(C(OCC)=O)=NC(OCC)=O.O[CH2:14][C:15]1[N:16]2[CH:22]=[N:21][CH:20]=[C:17]2[S:18][CH:19]=1.[CH2:23]([O:26][C:27]([N-:29][S:30]([NH2:33])(=[O:32])=[O:31])=[O:28])[CH:24]=[CH2:25].C1(P(C2C=CC=CC=2)C2C=CC=CC=2)C=CC=CC=1>C(OCC)(=O)C.O1CCCC1>[CH2:23]([O:26][C:27]([N:29]([CH2:14][C:15]1[N:16]2[CH:22]=[N:21][CH:20]=[C:17]2[S:18][CH:19]=1)[S:30]([NH2:33])(=[O:32])=[O:31])=[O:28])[CH:24]=[CH2:25]. The product is C(C=C)OC(=O)N(S(=O)(=O)N)CC=1N2C(SC1)=CN=C2 (3-(N-allyloxycarbonyl-N-aminosulfonylamino)methyl imidazo[5,1-b]thiazole). Procedure details: Under an argon atmosphere at -51° C., 0.71 ml of diethyl azodicarboxylate was added dropwise to 5 ml of an anhydrous tetrahydrofuran solution containing 463 mg of 3-hydroxymethylimidazo[5,1-b]thiazole, 811 mg of N-allyloxycarbonyl-N-aminosulfonylamide and 1180 mg of triphenylphosphine, and the mixture was then stirred at -51° C. to -37° C. for 15 minutes and further stirred for 70 minutes, while the solution was heated up to room temperature. The solvent was evaporated under reduced pressure to ... Solvent: C(C)(=O)OCC (ethyl acetate), O1CCCC1 (tetrahydrofuran). The reactants are OCC=1N2C(SC1)=CN=C2 (3-hydroxymethylimidazo[5,1-b]thiazole), C(C=C)OC(=O)[N-]S(=O)(=O)N (N-allyloxycarbonyl-N-aminosulfonylamide), C1(=CC=CC=C1)P(C1=CC=CC=C1)C1=CC=CC=C1 (triphenylphosphine), N(=NC(=O)OCC)C(=O)OCC (diethyl azodicarboxylate). RXN SMILES: [C:19]([BH3-:20])#[N:21].[CH3:24][OH:25].[ClH:23].[Na+:22].[O:1]=[C:2]1[C:3](=[CH:7][c:8]2[cH:9][cH:10][c:11]([CH:14]([C:15](=[O:16])[OH:17])[CH3:18])[cH:12][cH:13]2)[CH2:4][CH2:5][CH2:6]1>>[OH:1][CH:2]1[C:3](=[CH:7][c:8]2[cH:9][cH:10][c:11]([CH:14]([C:15](=[O:16])[OH:17])[CH3:18])[cH:12][cH:13]2)[CH2:4][CH2:5][CH2:6]1. Reactants: [BH3-]C#N, CO, Cl, [Na+], CC(C(=O)O)c1ccc(C=C2CCCC2=O)cc1. The product is CC(C(=O)O)c1ccc(C=C2CCCC2O)cc1. Reactants: ClCCl, COc1ccc(C2=NOC(CCCC=O)C2)cc1OC, COc1ccccc1N1CCNCC1, CCN(C(C)C)C(C)C, Cl. Yields the product COc1ccc(C2=NOC(CCCCN3CCN(c4ccccc4OC)CC3)C2)cc1OC. Reaction SMILES: [CH2:45]([Cl:46])[Cl:47].[CH3:1][O:2][c:3]1[cH:4][c:5]([C:11]2=[N:12][O:13][CH:14]([CH2:16][CH2:17][CH2:18][CH:19]=[O:20])[CH2:15]2)[cH:6][cH:7][c:8]1[O:9][CH3:10].[CH3:22][O:23][c:24]1[c:25]([N:30]2[CH2:31][CH2:32][NH:33][CH2:34][CH2:35]2)[cH:26][cH:27][cH:28][cH:29]1.[CH:36]([N:37]([CH:38]([CH3:39])[CH3:40])[CH2:41][CH3:42])([CH3:43])[CH3:44].[ClH:21]>>[CH3:1][O:2][c:3]1[cH:4][c:5]([C:11]2=[N:12][O:13][CH:14]([CH2:16][CH2:17][CH2:18][CH2:19][N:33]3[CH2:32][CH2:31][N:30]([c:25]4[c:24]([O:23][CH3:22])[cH:29][cH:28][cH:27][cH:26]4)[CH2:35][CH2:34]3)[CH2:15]2)[cH:6][cH:7][c:8]1[O:9][CH3:10]. Starting materials: BrC1=CC=C(NC)C=C1 (4-bromo-N-methylaniline), CN(C=O)C (N,N-dimethyl formamide), C(CCC)[Li] (n-butyl lithium), CCCCCC (n-hexane). Conditions: temperature 0 celsius. Product: BrC1=CC=C(N(C2CCCCC2)C)C=C1 (4bromo-N-methyl-N-cyclohexyl aniline). RXN SMILES: [Br:1][C:2]1[CH:9]=[CH:8][C:5]([NH:6][CH3:7])=[CH:4][CH:3]=1.CN(C)C=O.[CH2:15]([Li])CCC.[CH3:20][CH2:21][CH2:22][CH2:23][CH2:24]C>>[Br:1][C:2]1[CH:9]=[CH:8][C:5]([N:6]([CH3:15])[CH:7]2[CH2:24][CH2:23][CH2:22][CH2:21][CH2:20]2)=[CH:4][CH:3]=1. Procedure details: 26 g 4-bromo-N-methylaniline (XXI) and 100 ml anhydrous N,N-dimethyl formamide (HCONEt2) were plced into a four-necked flask and cooled down to 0° C. under nitrogen. 40 ml of 2.5 M n-butyl lithium (n-BuLi) solution in n-hexane was dropped with stirring and stirred for 2 hours while maintaining at 0° C. N-hexane and n-butane were evaporated and 16.2 g bromo-cyclohexane was added and stirred under reflux for 8 hours. After cooling, lithium bromide was filtered off and N,N-dimethyl formamide recove... The reactants are BrCCC1OCCO1 (2-(2-bromoethyl)-1,3-dioxolane), C1(=CC=CC=C1)CNC[C@H]1[C@@H](CNCC1)O ((trans)-4-[[(phenylmethyl)amino]methyl]-3-piperidinol), C(=O)([O-])[O-].[Na+].[Na+] (Na2CO3). The product is O1C(OCC1)CCN1C[C@H]([C@@H](CC1)CNCC1=CC=CC=C1)O ((trans)-1-[2-(1,3-dioxolan-2-yl)ethyl]4-[[(phenylmethyl)amino]methyl]-3-piperidinol). Yield: 46.8%. As a reaction SMILES: Br[CH2:2][CH2:3][CH:4]1[O:8][CH2:7][CH2:6][O:5]1.[C:9]1([CH2:15][NH:16][CH2:17][C@@H:18]2[CH2:23][CH2:22][NH:21][CH2:20][C@H:19]2[OH:24])[CH:14]=[CH:13][CH:12]=[CH:11][CH:10]=1.C([O-])([O-])=O.[Na+].[Na+]>>[O:5]1[CH2:6][CH2:7][O:8][CH:4]1[CH2:3][CH2:2][N:21]1[CH2:22][CH2:23][C@@H:18]([CH2:17][NH:16][CH2:15][C:9]2[CH:14]=[CH:13][CH:12]=[CH:11][CH:10]=2)[C@H:19]([OH:24])[CH2:20]1 |f:2.3.4|. Procedure: A mixture of 2-(2-bromoethyl)-1,3-dioxolane (0.04 mol), intermediate (6) (0.04 mol) and Na2CO3 (10%, 0.08 mol) in MIK (400 ml) was stirred and refluxed for 20 hours and then cooled. The solvent was evaporated. The residue was taken up in DCM and water. The organic layer was separated, dried, filtered and the solvent was evaporated. The residue was purified by column chromatography over silica gel (eluent: CH2Cl2/(CH3OH/NH3) 96/4). The pure fractions were collected and the solvent was evaporated....